Task: describe an organic reaction: reactants, conditions, products, and yield. Dataset: the Open Reaction Database (ORD), a public repository of structured organic reaction records Reactants: CC(C)(C)C(=O)Cl, CCN(C(C)C)C(C)C, ClCCl, Cl, Cl, NCc1ccc(-n2[nH]cc(-c3cccnc3)c2=O)nc1. Product: Cl, CC(C)(C)C(=O)NCc1ccc(-n2[nH]cc(-c3cccnc3)c2=O)nc1. RXN SMILES: [CH3:32][C:33]([C:34](=[O:35])[Cl:36])([CH3:37])[CH3:38].[CH:23]([N:24]([CH2:25][CH3:26])[CH:27]([CH3:28])[CH3:29])([CH3:30])[CH3:31].[Cl:39][CH2:40][Cl:41].[ClH:1].[ClH:2].[NH2:3][CH2:4][c:5]1[cH:6][cH:7][c:8](-[n:11]2[nH:12][cH:13][c:14](-[c:17]3[cH:18][n:19][cH:20][cH:21][cH:22]3)[c:15]2=[O:16])[n:9][cH:10]1>>[ClH:36].[NH:3]([CH2:4][c:5]1[cH:6][cH:7][c:8](-[n:11]2[nH:12][cH:13][c:14](-[c:17]3[cH:18][n:19][cH:20][cH:21][cH:22]3)[c:15]2=[O:16])[n:9][cH:10]1)[C:34]([C:33]([CH3:32])([CH3:37])[CH3:38])=[O:35]. Reactants: CCOC(=O)c1c(OCC)nsc1NC(=O)Oc1ccccc1, CCNCC, CN(C)C=O. Yields the product CCOC(=O)c1c(OCC)nsc1NC(=O)N(CC)CC. Reaction SMILES: [CH2:1]([CH3:2])[O:3][c:4]1[n:5][s:6][c:7]([NH:14][C:15]([O:16][c:17]2[cH:18][cH:19][cH:20][cH:21][cH:22]2)=[O:23])[c:8]1[C:9](=[O:10])[O:11][CH2:12][CH3:13].[CH2:24]([CH3:25])[NH:26][CH2:27][CH3:28].[CH3:29][N:30]([CH3:31])[CH:32]=[O:33]>>[CH2:1]([CH3:2])[O:3][c:4]1[n:5][s:6][c:7]([NH:14][C:15](=[O:23])[N:26]([CH2:24][CH3:25])[CH2:27][CH3:28])[c:8]1[C:9](=[O:10])[O:11][CH2:12][CH3:13]. Starting materials: C(C)(=O)N1CCC(CC1)C(C1=C(C=C(C=C1)F)F)=O (1-acetyl-4-(2,4-difluorobenzoyl)-piperidine), O.NN (hydrazine hydrate), C(CCC)O (n-butanol). Run in O (water). The product is FC1=CC=C2C(=NNC2=C1)C1CCNCC1 (6-Fluoro-3-(4-piperidinyl)-1H-indazole). Isolated yield 20.1%. Reaction SMILES: C([N:4]1[CH2:9][CH2:8][CH:7]([C:10](=O)[C:11]2[CH:16]=[CH:15][C:14]([F:17])=[CH:13][C:12]=2F)[CH2:6][CH2:5]1)(=O)C.O.[NH2:21][NH2:22].C(O)CCC>O>[F:17][C:14]1[CH:13]=[C:12]2[C:11]([C:10]([CH:7]3[CH2:8][CH2:9][NH:4][CH2:5][CH2:6]3)=[N:21][NH:22]2)=[CH:16][CH:15]=1 |f:1.2|. Procedure: A solution of 20.0 g of 1-acetyl-4-(2,4-difluorobenzoyl)-piperidine, 60 ml of hydrazine hydrate and 150 ml of n-butanol was refluxed for 48 hrs. The reaction was poured into 11 of water, and the mixture was extracted with ethyl acetate. The ethyl acetate extract was washed with water, dried over anhydrous magnesium sulfate and the solvent was evaporated in vacuo. Recrystallization of the residue from isopropanol-water and then from isopropanol yielded 3.3 g (20.1%) of product, mp 214°-216° C. The product is Cl.C1(=CC=CC=C1)C=1C=C(O[C@H]2[C@H](CC3=CC=CC=C23)NC)C=CC1 ((±)cis-1-(3-Phenylphenoxy)-2-methylaminoindane Hydrochloride). Run in O1CCCC1 (tetrahydrofuran), O1CCCC1 (tetrahydrofuran). Reaction SMILES: [H-].[H-].[H-].[H-].[Li+].[Al+3].[C:7]1([C:13]2[CH:14]=[C:15]([CH:34]=[CH:35][CH:36]=2)[O:16][C@@H:17]2[C:25]3[C:20](=[CH:21][CH:22]=[CH:23][CH:24]=3)[CH2:19][C@@H:18]2[NH:26][C:27](OC(C)(C)C)=O)[CH:12]=[CH:11][CH:10]=[CH:9][CH:8]=1.[ClH:37]>O1CCCC1>[ClH:37].[C:7]1([C:13]2[CH:14]=[C:15]([CH:34]=[CH:35][CH:36]=2)[O:16][C@@H:17]2[C:25]3[C:20](=[CH:21][CH:22]=[CH:23][CH:24]=3)[CH2:19][C@@H:18]2[NH:26][CH3:27])[CH:8]=[CH:9][CH:10]=[CH:11][CH:12]=1 |f:0.1.2.3.4.5,9.10|. The reactants are Cl (HCl), [H-].[H-].[H-].[H-].[Li+].[Al+3] (LiAlH4), C1(=CC=CC=C1)C=1C=C(O[C@H]2[C@H](CC3=CC=CC=C23)NC(=O)OC(C)(C)C)C=CC1 ((±)cis-1-(3-phenylphenoxy)-2-tert-butoxycarbonylaminoindane). Procedure: To a solution of LiAlH4 (1.53 g, 40 mmol) in dry tetrahydrofuran (50 ml) under argon was added dropwise a solution of (±)cis-1-(3-phenylphenoxy)-2-tert-butoxycarbonylaminoindane (3.08 g, 8 mmol) in dry tetrahydrofuran (150 ml). The reaction was heated at reflux for 3 h then cooled with an ice/water bath and quenched with the minimum of water. The reaction was filtered and dried over MgSO4. Solvents were removed in vacuo and the residue subjected to column chromatography on silica gel eluting wit... The reactants are [Al+3], CCOC(=O)N1CCC(CCc2c(Cl)cnc3ccc(OC)cc23)CC1, [H-], [H-], [H-], [H-], [Li+], [Na+], C1CCOC1, [OH-], O. The product is COc1ccc2ncc(Cl)c(CCC3CCN(C)CC3)c2c1. Reaction SMILES: [Al+3:2].[Cl:7][c:8]1[cH:9][n:10][c:11]2[cH:12][cH:13][c:14]([O:31][CH3:32])[cH:15][c:16]2[c:17]1[CH2:18][CH2:19][CH:20]1[CH2:21][CH2:22][N:23]([C:26]([O:27][CH2:28][CH3:29])=[O:30])[CH2:24][CH2:25]1.[H-:1].[H-:4].[H-:5].[H-:6].[Li+:3].[Na+:35].[O:36]1[CH2:37][CH2:38][CH2:39][CH2:40]1.[OH-:34].[OH2:33]>>[Cl:7][c:8]1[cH:9][n:10][c:11]2[cH:12][cH:13][c:14]([O:31][CH3:32])[cH:15][c:16]2[c:17]1[CH2:18][CH2:19][CH:20]1[CH2:21][CH2:22][N:23]([CH3:26])[CH2:24][CH2:25]1. Starting materials: COC=1C=C(CC2N(CCC3=CC(=C(C=C23)O)OC)CC(=O)NCC2=CC=CC=C2)C=CC1OC (2-[1-(3,4-dimethoxy-benzyl)-7-hydroxy-6-methoxy-3,4-dihydro-1H-isoquinolin-2-yl]-N-benzyl-acetamide), C1(CC1)CBr (cyclopropylmethyl bromide). Yields the product COC=1C=C(CC2N(CCC3=CC(=C(C=C23)OCC2CC2)OC)CC(=O)NCC2=CC=CC=C2)C=CC1OC (2-[1-(3,4-dimethoxy-benzyl)-7-(cyclopropyl-methoxy)-6-methoxy-3,4-dihydro-1H-isoquinolin-2-yl]-N-benzyl-acetamide). Reaction SMILES: [CH3:1][O:2][C:3]1[CH:4]=[C:5]([CH:31]=[CH:32][C:33]=1[O:34][CH3:35])[CH2:6][CH:7]1[C:16]2[C:11](=[CH:12][C:13]([O:18][CH3:19])=[C:14]([OH:17])[CH:15]=2)[CH2:10][CH2:9][N:8]1[CH2:20][C:21]([NH:23][CH2:24][C:25]1[CH:30]=[CH:29][CH:28]=[CH:27][CH:26]=1)=[O:22].[CH:36]1([CH2:39]Br)[CH2:38][CH2:37]1>>[CH3:1][O:2][C:3]1[CH:4]=[C:5]([CH:31]=[CH:32][C:33]=1[O:34][CH3:35])[CH2:6][CH:7]1[C:16]2[C:11](=[CH:12][C:13]([O:18][CH3:19])=[C:14]([O:17][CH2:39][CH:36]3[CH2:38][CH2:37]3)[CH:15]=2)[CH2:10][CH2:9][N:8]1[CH2:20][C:21]([NH:23][CH2:24][C:25]1[CH:30]=[CH:29][CH:28]=[CH:27][CH:26]=1)=[O:22]. Reported procedure: prepared by reaction of 2-[1-(3,4-dimethoxy-benzyl)-7-hydroxy-6-methoxy-3,4-dihydro-1H-isoquinolin-2-yl]-N-benzyl-acetamide with cyclopropylmethyl bromide Starting materials: [O-]CC.[Na+] (sodium ethoxide), C(#N)C1=CC=C(C=C1)C(CC(=O)OCC)=O (Ethyl 3-(4-cyanophenyl)3-oxopropanoate), CN(C)C(OC)OC (DMFDMA), N1=C(C=CC2=CC=CC=C12)NCCNC1=NC=CC(=N1)C1=CC=C(C(=O)N)C=C1 (4-(2-{[2-(2-quinolylamino)ethyl]amino}-pyrimidin-4-yl)benzamide). The solvent is C1CCOC1 (THF), C(C)O (ethanol). Conditions: temperature 80 celsius. The product is C(#N)C1=CC=C(C=C1)C1=NC(=NC=C1C(=O)OCC)NCCNC1=NC2=CC=CC=C2C=C1 (Ethyl 4-(4-cyanophenyl)-2-{[2-(2-quinolylamino)ethyl]amino}-pyrimidine-5-carboxylate). As a reaction SMILES: [C:1]([C:3]1[CH:8]=[CH:7][C:6]([C:9](=O)[CH2:10][C:11]([O:13][CH2:14][CH3:15])=[O:12])=[CH:5][CH:4]=1)#[N:2].CN(C(OC)OC)C.[N:25]1[C:34]2[C:29](=[CH:30][CH:31]=[CH:32][CH:33]=2)[CH:28]=[CH:27][C:26]=1[NH:35][CH2:36][CH2:37][NH:38][C:39]1[N:44]=C(C2C=CC(C(N)=O)=CC=2)C=[CH:41][N:40]=1.[O-]CC.[Na+]>C(O)C.C1COCC1>[C:1]([C:3]1[CH:8]=[CH:7][C:6]([C:9]2[C:10]([C:11]([O:13][CH2:14][CH3:15])=[O:12])=[CH:41][N:40]=[C:39]([NH:38][CH2:37][CH2:36][NH:35][C:26]3[CH:27]=[CH:28][C:29]4[C:34](=[CH:33][CH:32]=[CH:31][CH:30]=4)[N:25]=3)[N:44]=2)=[CH:5][CH:4]=1)#[N:2] |f:3.4|. Procedure: Ethyl 3-(4-cyanophenyl)3-oxopropanoate (64 mg, 0.3 mmol) was heated with DMFDMA (50 μl) and dry THF (1 ml) at 70° C. for 3 hours. The cooled mixture was then added to a suspension of amino[2-(2-quinolylamino)ethyl]carboxamidinium 4-methylbenzenesulfonate (prepared according to Example 12), (120 mg, 0.3 mmol) in ethanol (2 ml) containing 0.35 mmol of sodium ethoxide. The reaction was then heated at 80° C. overnight and then concentrated in vacuo. The residue was taken up in dichloromethane and wa...